This data is from the Open Reaction Database (ORD), a public repository of structured organic reaction records. The task is: describe an organic reaction: reactants, conditions, products, and yield Starting materials: C1(=CC=CC=C1)N1CCC(CC1)=O (1-Phenylpiperidin-4-one), C(C1=CC=CC=C1)N (benzylamine), ice water, C(C)(=O)O[BH-](OC(C)=O)OC(C)=O.[Na+] (sodium triacetoxyborohydride), C(C)(=O)O (acetic acid), C(=O)(O)[O-].[Na+] (NaHCO3). RXN SMILES: [C:1]1([N:7]2[CH2:12][CH2:11][C:10](=O)[CH2:9][CH2:8]2)[CH:6]=[CH:5][CH:4]=[CH:3][CH:2]=1.[CH2:14]([NH2:21])[C:15]1[CH:20]=[CH:19][CH:18]=[CH:17][CH:16]=1.C(O)(=O)C.C(O[BH-](OC(=O)C)OC(=O)C)(=O)C.[Na+].C([O-])(O)=O.[Na+]>ClCCCl>[CH2:14]([NH:21][CH:10]1[CH2:11][CH2:12][N:7]([C:1]2[CH:6]=[CH:5][CH:4]=[CH:3][CH:2]=2)[CH2:8][CH2:9]1)[C:15]1[CH:20]=[CH:19][CH:18]=[CH:17][CH:16]=1 |f:3.4,5.6|. Reaction conditions: time 2 hour. Solvent: ClCCCl (1,2-dichloroethane). Procedure: 1-Phenylpiperidin-4-one (2.0 g, 11.4 mmol) (from Example 123) and benzylamine (1.33 g, 12.5 mmol) were dissolved in 1,2-dichloroethane (35 mL) and acetic acid (1.36 g, 22.6 mmol) was added. The mixture was stirred for 2 hrs at room temperature, then cooled to 0° C. (ice-water) and sodium triacetoxyborohydride (3.14 g, 14.8 mmol) was added, then the reaction mixture was stirred at room temperature for 18 hrs. Sat. NaHCO3 (aq) (30 mL) was added, and the organic layer was extracted. The aqueous pha... Product: C(C1=CC=CC=C1)NC1CCN(CC1)C1=CC=CC=C1 (Benzyl(1-phenylpiperidin-4-yl)amine). The reactants are CC(C)([O-])C.[K+] (potassium tert-butoxide), CC(C)(C(=O)[O-])P(=O)(O)OC (trimethylphosphonoacetate), CC(=O)C1=CC=C(C=C1)N2CCOCC2 (4-morpholinoacetophenone), C1CCOC1 (THF). The solvent is Cl (HCl). Conditions: time 5 minute. The product is COC(C=C(C)C1=CC=C(C=C1)N1CCOCC1)=O (3-(4-morpholinophenyl)but-2-enoic acid methyl ester). The yield is 69.9%. RXN SMILES: [CH3:1][C:2]([CH3:5])([O-])[CH3:3].[K+].CC(P(OC)(O)=O)([C:10]([O-:12])=[O:11])C.CC(C1[CH:26]=[CH:25][C:24]([N:27]2[CH2:32][CH2:31][O:30][CH2:29][CH2:28]2)=[CH:23][CH:22]=1)=O.[CH2:33]1COCC1>Cl>[CH3:33][O:12][C:10](=[O:11])[CH:1]=[C:2]([C:5]1[CH:26]=[CH:25][C:24]([N:27]2[CH2:32][CH2:31][O:30][CH2:29][CH2:28]2)=[CH:23][CH:22]=1)[CH3:3] |f:0.1|. Reported procedure: To a chilled (0° C.) solution of potassium tert-butoxide (1.0 M, 37.1 mL) was dropwise added a solution of trimethylphosphonoacetate, keeping the temperature below 25° C. The solution was then allowed to warm to room temperature and stirred for an additional five minutes, after which a solution of 4-morpholinoacetophenone in THF (20 mL) was added in one portion. The solution was slowly heated to 60° C. for 36 hours. The solution was cooled to room temperature, then diluted with a 1.0N HCl soluti... The reactants are OC(CC(=O)O)CCCC=C (3-hydroxy-7-octenoic acid), ClC=1C=C(C(=O)O)C=CC1 (3-chlorobenzoic acid), P(O)(=O)(OP(=O)(O)OP(=O)(O)O)OC[C@@H]1[C@H]([C@H]([C@@H](O1)N1C=NC=2C(N)=NC=NC12)O)O (ATP), [Mg+2].[Cl-].[Cl-] (MgCl2), [C@@H]1([C@H](O)[C@H](OP(=O)(O)O)[C@@H](COP(=O)(O)OP(=O)(O)OCC(C)(C)[C@@H](O)C(=O)NCCC(=O)NCCS)O1)N1C=NC=2C(N)=NC=NC12 (coenzyme A), O[C@@H](CC(=O)[O-])CCCCC ((R)-3-hydroxyoctanoate), O[C@@H](CC(=O)SCCNC(CCNC([C@@H](C(COP(OP(OC[C@@H]1[C@H]([C@H]([C@@H](O1)N1C=NC=2C(N)=NC=NC12)O)OP(=O)(O)O)(=O)O)(=O)O)(C)C)O)=O)=O)CCC1=CC=CC=C1 ((R)-3-hydroxy-5-phenylvaleryl CoA), O[C@@H](CC(=O)SCCNC(CCNC([C@@H](C(COP(OP(OC[C@@H]1[C@H]([C@H]([C@@H](O1)N1C=NC=2C(N)=NC=NC12)O)OP(=O)(O)O)(=O)O)(=O)O)(C)C)O)=O)=O)CCC1=CC=C(C=C1)F ((R)-3-hydroxy-5-(4-fluorophenyl) valeryl CoA), (R,S)-3-hydroxy-5-phenoxyvaleryl CoA, O[C@@H](CC(=O)SCCNC(CCNC([C@@H](C(COP(OP(OC[C@@H]1[C@H]([C@H]([C@@H](O1)N1C=NC=2C(N)=NC=NC12)O)OP(=O)(O)O)(=O)O)(=O)O)(C)C)O)=O)=O)CCC[C@H]1CO1 ((R,S)-3-hydroxy-7,8-epoxyoctanoyl CoA), Acyl-CoA, S(O)(O)(=O)=O (Sulfuric acid), O[C@@H](CC(=O)O)CCC[C@H]1CO1 ((R,S)-3-hydroxy-7,8-epoxyoctanoic acid), O[C@@H](CC(=O)SCCNC(CCNC([C@@H](C(COP(OP(OC[C@@H]1[C@H]([C@H]([C@@H](O1)N1C=NC=2C(N)=NC=NC12)O)OP(=O)(O)O)(=O)O)(=O)O)(C)C)O)=O)=O)CCC[C@H]1CO1 ((R,S)-3-hydroxy-7,8-epoxyoctanoyl CoA). The solvent is solution. The product is O[C@@H](CC(=O)SCCNC(CCNC([C@@H](C(COP(OP(OC[C@@H]1[C@H]([C@H]([C@@H](O1)N1C=NC=2C(N)=NC=NC12)O)OP(=O)(O)O)(=O)O)(=O)O)(C)C)O)=O)=O)CCCCC ((R)-3-hydroxyoctanoyl-CoA). As a reaction SMILES: [P:1]([O:13][CH2:14][C@H:15]1[O:19][C@@H:18]([N:20]2[C:29]3[N:28]=[CH:27][N:26]=[C:24]([NH2:25])[C:23]=3[N:22]=[CH:21]2)[C@H:17]([OH:30])[C@@H:16]1[OH:31])([O:4][P:5]([O:8]P(O)(O)=O)([OH:7])=[O:6])(=[O:3])[OH:2].[Mg+2].[Cl-].[Cl-].[C@@H]1(N2C3N=CN=C(N)C=3N=C2)O[C@H](COP(OP(O[CH2:55][C:56]([C@H:59]([C:61]([NH:63][CH2:64][CH2:65][C:66]([NH:68][CH2:69][CH2:70][SH:71])=[O:67])=[O:62])[OH:60])([CH3:58])[CH3:57])(O)=O)(O)=O)[C@@H](OP(O)(O)=O)[C@H]1O.[OH:83][C@H:84]([CH2:89][CH2:90][CH2:91][CH2:92][CH3:93])[CH2:85][C:86]([O-])=[O:87].S(=O)(=O)(O)O.O[C@H](CCC1C=CC=CC=1)CC(SCCNC(=O)CCNC(=O)[C@H](O)C(C)(C)C[O:116][P:117](O)(=[O:145])[O:118]P(O)(=O)OC[C@H]1O[C@@H](N2C3N=CN=C(N)C=3N=C2)[C@H](O)[C@@H]1OP(O)(O)=O)=O.O[C@H](CCC1C=CC(F)=CC=1)CC(SCCNC(=O)CCNC(=O)[C@H](O)C(C)(C)COP(O)(=O)OP(O)(=O)OC[C@H]1O[C@@H](N2C3N=CN=C(N)C=3N=C2)[C@H](O)[C@@H]1OP(O)(O)=O)=O.O[C@H](CCC[C@@H]1OC1)CC(SCCNC(=O)CCNC(=O)[C@H](O)C(C)(C)COP(O)(=O)OP(O)(=O)OC[C@H]1O[C@@H](N2C3N=CN=C(N)C=3N=C2)[C@H](O)[C@@H]1OP(O)(O)=O)=O.O[C@H](CCC[C@@H]1OC1)CC(O)=O.OC(CCCC=C)CC(O)=O.ClC1C=C(C=CC=1)C(O)=O>>[OH:83][C@H:84]([CH2:89][CH2:90][CH2:91][CH2:92][CH3:93])[CH2:85][C:86]([S:71][CH2:70][CH2:69][NH:68][C:66](=[O:67])[CH2:65][CH2:64][NH:63][C:61](=[O:62])[C@H:59]([OH:60])[C:56]([CH3:55])([CH3:57])[CH2:58][O:8][P:5]([OH:7])(=[O:6])[O:4][P:1]([OH:2])(=[O:3])[O:13][CH2:14][C@H:15]1[O:19][C@@H:18]([N:20]2[C:29]3[N:28]=[CH:27][N:26]=[C:24]([NH2:25])[C:23]=3[N:22]=[CH:21]2)[C@H:17]([OH:30])[C@@H:16]1[O:31][P:117]([OH:145])([OH:118])=[O:116])=[O:87] |f:1.2.3|. Procedure details: (R)-3-hydroxyoctanoyl-CoA was synthesized in accordance with the following procedure, based on the method of Rehm BHA, Kruger N, Steinbuchel A (1998) Journal of Biological Chemistry 273 pp 24044-24051, with the method slightly modified. Acyl-CoA synthetase (manufactured by Sigma Co., Ltd.) was dissolved in a tris hydrochloric buffer solution (50 mM, pH 7.5) containing 2 mM ATP, 5 mM MgCl2, 2 mM coenzyme A and 2 mM (R)-3-hydroxyoctanoate so that the concentration was 0.1 milliunit per microliter.... The reactants are C([O-])([O-])=O.[Na+].[Na+] (sodium carbonate), NC=1C2=C(SC1)C=CC=C2 (3-aminobenzo[b]thiophene), Cl.ClC1=CC=NC=C1 (4-chloropyridine hydrochloride), O (water). The solvent is CN1C(CCC1)=O (1-methyl-2-pyrrolidinone). Yields the product Cl.N1=CC=C(C=C1)NC=1C2=C(SC1)C=CC=C2 (3-(4-Pyridinylamino)benzo[b]thiophene hydrochloride). Yield: 95.1%. As a reaction SMILES: [NH2:1][C:2]1[C:3]2[CH:10]=[CH:9][CH:8]=[CH:7][C:4]=2[S:5][CH:6]=1.Cl.[Cl:12][C:13]1[CH:18]=[CH:17][N:16]=[CH:15][CH:14]=1.O.C(=O)([O-])[O-].[Na+].[Na+]>CN1CCCC1=O>[ClH:12].[N:16]1[CH:17]=[CH:18][C:13]([NH:1][C:2]2[C:3]3[CH:10]=[CH:9][CH:8]=[CH:7][C:4]=3[S:5][CH:6]=2)=[CH:14][CH:15]=1 |f:1.2,4.5.6,8.9|. Reported procedure: A solution of 3-aminobenzo[b]thiophene (3 g, 20 mmol) and 4-chloropyridine hydrochloride (3.5 g, 23 mmol) in 50 mL of 1-methyl-2-pyrrolidinone was stirred at 80° for three hours, and thereafter cooled, stirred with water, basified with sodium carbonate and extracted with ethyl acetate. The organic extract was washed with water and saturated sodium chloride solution and dried (anhydrous magnesium sulfate), filtered and concentrated to 8 g dark oil. Elution through silica with ethyl acetate via fl...